Dataset: the Open Reaction Database (ORD), a public repository of structured organic reaction records. Task: describe an organic reaction: reactants, conditions, products, and yield The reactants are CCOC(=O)c1ncc2onc(-c3ccccc3)c2c1O, CC(N)C(=O)O. The product is CC(NC(=O)c1ncc2onc(-c3ccccc3)c2c1O)C(=O)O. RXN SMILES: [CH2:1]([O:2][C:4](=[O:5])[c:6]1[c:7]([OH:21])[c:8]2[c:9]([cH:10][n:11]1)[o:12][n:13][c:14]2-[c:15]1[cH:16][cH:17][cH:18][cH:19][cH:20]1)[CH3:3].[NH2:22][CH:23]([CH3:24])[C:25](=[O:26])[OH:27]>>[C:4](=[O:5])([c:6]1[c:7]([OH:21])[c:8]2[c:9]([cH:10][n:11]1)[o:12][n:13][c:14]2-[c:15]1[cH:16][cH:17][cH:18][cH:19][cH:20]1)[NH:22][CH:23]([CH3:24])[C:25](=[O:26])[OH:27]. The reactants are ice water, N=C1SC(=CN1C1=CC(=CC=C1)C(F)(F)F)C (2-imino-3-(3-trifluoromethylphenyl)-5-methylthiazoline), CN(C)CCCN (3-(N,N-dimethylamino)propylamine), CN(C=O)C (N,N-dimethylformamide), FC(=C(F)F)F (tetrafluoroethylene). Reaction conditions: temperature 50 celsius, time 17 hour. Product: FC(C(=O)N=C1SC(=CN1C1=CC(=CC=C1)C(F)(F)F)C)F (2-difluoroacetylimino-3-(3-trifluoromethylphenyl)-5-methylthiazoline). Isolated yield 35.0%. As a reaction SMILES: [NH:1]=[C:2]1[N:6]([C:7]2[CH:12]=[CH:11][CH:10]=[C:9]([C:13]([F:16])([F:15])[F:14])[CH:8]=2)[CH:5]=[C:4]([CH3:17])[S:3]1.CN(CCCN)C.[F:25][C:26]([F:30])=[C:27](F)F.CN(C)C=[O:34]>>[F:25][CH:26]([F:30])[C:27]([N:1]=[C:2]1[N:6]([C:7]2[CH:12]=[CH:11][CH:10]=[C:9]([C:13]([F:16])([F:14])[F:15])[CH:8]=2)[CH:5]=[C:4]([CH3:17])[S:3]1)=[O:34]. Procedure: A solution of 2-imino-3-(3-trifluoromethylphenyl)-5-methylthiazoline (1.29 g, 5.0 mmol) and 3-(N,N-dimethylamino)propylamine (0.77 g, 7.5 mmol) in N,N-dimethylformamide (10 ml) charged in a reaction flask was reacted with tetrafluoroethylene, which was made to flow intothe flask (ca. 0.3 liter/hr), with vigorous stirring at 50° C. for 17 hours. After cooling to an ambient temperature, the reaction mixture was poured into ice-water, and extracted with diethyl ether. The diethyl ether layer was wa... Reactants: COC(C)(C)C (t-butyl methyl ether), solid, potassium t-butylate, BrC1=CC=C(C=C1)C1=NC=C(C=C1)CCCC=O (4-[2-(p-bromophenyl)- -5-pyridyl]butyraldehyde), COC(C)(C)C (t-butyl methyl ether). The reagents and catalysts are [Br-].C[P+](C1=CC=CC=C1)(C1=CC=CC=C1)C1=CC=CC=C1 (methyltriphenylphosphonium bromide). Reaction conditions: time 1 hour. Product: BrC1=CC=C(C=C1)C1=NC=C(C=C1)CCCC=C (2-(p-bromophenyl)-5-(4-pentenyl)pyridine). RXN SMILES: [Br:1][C:2]1[CH:7]=[CH:6][C:5]([C:8]2[CH:13]=[CH:12][C:11]([CH2:14][CH2:15][CH2:16][CH:17]=O)=[CH:10][N:9]=2)=[CH:4][CH:3]=1.[CH3:19]OC(C)(C)C>[Br-].C[P+](C1C=CC=CC=1)(C1C=CC=CC=1)C1C=CC=CC=1>[Br:1][C:2]1[CH:7]=[CH:6][C:5]([C:8]2[CH:13]=[CH:12][C:11]([CH2:14][CH2:15][CH2:16][CH:17]=[CH2:19])=[CH:10][N:9]=2)=[CH:4][CH:3]=1 |f:2.3|. Reported procedure: A suspension of 6.64 g of methyltriphenylphosphonium bromide in 80 ml of t-butyl methyl ether in a sulphonation flask fitted with a mechanical stirrer is treated while gassing with argon at -10° C. within 3 minutes with 2.12 g of solid potassium t-butylate. The mixture is stirred at room temperature for a further 1 hour, then treated at 0° C. within 5 minutes with a solution of 3.61 g of 4-[2-(p-bromophenyl)- -5-pyridyl]butyraldehyde in 20 ml of t-butyl methyl ether and stirred at room temperatu... Starting materials: C1(CC1)COC1=C(C=CC(=N1)C(=O)O)N1CC(C1)(F)F (6-cyclopropylmethoxy-5-(3,3-difluoro-azetidin-1-yl)-pyridine-2-carboxylic acid), N[C@H](C(=O)NC)C(C)(C)C ((2S)-2-amino-N,3,3-trimethyl-butanamide), ( D ). Product: C1(CC1)COC1=C(C=CC(=N1)C(=O)N[C@H](C(=O)NC)C(C)(C)C)N1CC(C1)(F)F ((S)-6-(Cyclopropylmethoxy)-5-(3,3-difluoroazetidin-1-yl)-N-(3,3-dimethyl-1-(methylamino)-1-oxobutan-2-yl)picolinamide). Reaction SMILES: [CH:1]1([CH2:4][O:5][C:6]2[N:11]=[C:10]([C:12]([OH:14])=O)[CH:9]=[CH:8][C:7]=2[N:15]2[CH2:18][C:17]([F:20])([F:19])[CH2:16]2)[CH2:3][CH2:2]1.[NH2:21][C@@H:22]([C:27]([CH3:30])([CH3:29])[CH3:28])[C:23]([NH:25][CH3:26])=[O:24]>>[CH:1]1([CH2:4][O:5][C:6]2[N:11]=[C:10]([C:12]([NH:21][C@@H:22]([C:27]([CH3:30])([CH3:29])[CH3:28])[C:23]([NH:25][CH3:26])=[O:24])=[O:14])[CH:9]=[CH:8][C:7]=2[N:15]2[CH2:18][C:17]([F:20])([F:19])[CH2:16]2)[CH2:2][CH2:3]1. Procedure: The title compound was synthesized in analogy to Example 1, using 6-cyclopropylmethoxy-5-(3,3-difluoro-azetidin-1-yl)-pyridine-2-carboxylic acid (Example 69 b) and (2S)-2-amino-N,3,3-trimethyl-butanamide (CAN 89226-12-0) as starting materials, MS (D): m/e=411.4 [M+H]+. The reactants are C#CCN(C(=O)OC(C)(C)C)c1ncc2c(n1)-c1sc(NC(C)=O)nc1CC2, Cl. The product is C#CCNc1ncc2c(n1)-c1sc(NC(C)=O)nc1CC2. As a reaction SMILES: [C:1]([CH3:2])(=[O:3])[NH:4][c:5]1[s:6][c:7]2[c:8]([n:28]1)[CH2:9][CH2:10][c:11]1[cH:12][n:13][c:14]([N:17]([C:18](=[O:19])[O:20][C:21]([CH3:22])([CH3:23])[CH3:24])[CH2:25][C:26]#[CH:27])[n:15][c:16]1-2.[ClH:29]>>[C:1]([CH3:2])(=[O:3])[NH:4][c:5]1[s:6][c:7]2[c:8]([n:28]1)[CH2:9][CH2:10][c:11]1[cH:12][n:13][c:14]([NH:17][CH2:25][C:26]#[CH:27])[n:15][c:16]1-2.